Dataset: the Open Reaction Database (ORD), a public repository of structured organic reaction records. Task: describe an organic reaction: reactants, conditions, products, and yield Starting materials: CCO, ClC(Cl)Cl, Clc1ccc2c(c1)c(-c1ccccc1)nn1c(Cl)nnc21, CNCC(C)O. Product: CC(O)CN(C)c1nnc2c3ccc(Cl)cc3c(-c3ccccc3)nn12. As a reaction SMILES: [CH2:32]([OH:33])[CH3:34].[CH:28]([Cl:29])([Cl:30])[Cl:31].[Cl:1][c:2]1[n:3][n:4][c:5]2[n:6]1[n:7][c:8](-[c:16]1[cH:17][cH:18][cH:19][cH:20][cH:21]1)[c:9]1[cH:10][c:11]([Cl:15])[cH:12][cH:13][c:14]21.[OH:22][CH:23]([CH2:24][NH:25][CH3:26])[CH3:27]>>[c:2]1([N:25]([CH2:24][CH:23]([OH:22])[CH3:27])[CH3:26])[n:3][n:4][c:5]2[n:6]1[n:7][c:8](-[c:16]1[cH:17][cH:18][cH:19][cH:20][cH:21]1)[c:9]1[cH:10][c:11]([Cl:15])[cH:12][cH:13][c:14]21. Reactants: ClC(=O)N1C2=C(C(NC3=C1C=CC=C3)=O)C=CC=N2 (11-(chlorocarbonyl)-6,11-dihydro-5H-pyrido[2,3-b][1,5]benzodiazepin-5-one), C(C)N(CCC1CNCCC1)CC (3-[2-(diethylamino)ethyl]piperidine). The product is C(C)N(CCC1CN(CCC1)C(=O)N1C2=C(C(NC3=C1C=CC=C3)=O)C=CC=N2)CC (11-[[3-[2-(Diethylamino)ethyl]-1-piperidinyl]carbonyl]-6,11-dihydro-5H-pyrido[2,3-b][1,5]benzodiazepin-5-one). Reaction SMILES: Cl[C:2]([N:4]1[C:10]2[CH:11]=[CH:12][CH:13]=[CH:14][C:9]=2[NH:8][C:7](=[O:15])[C:6]2[CH:16]=[CH:17][CH:18]=[N:19][C:5]1=2)=[O:3].[CH2:20]([N:22]([CH2:31][CH3:32])[CH2:23][CH2:24][CH:25]1[CH2:30][CH2:29][CH2:28][NH:27][CH2:26]1)[CH3:21]>C(#N)C>[CH2:31]([N:22]([CH2:20][CH3:21])[CH2:23][CH2:24][CH:25]1[CH2:30][CH2:29][CH2:28][N:27]([C:2]([N:4]2[C:10]3[CH:11]=[CH:12][CH:13]=[CH:14][C:9]=3[NH:8][C:7](=[O:15])[C:6]3[CH:16]=[CH:17][CH:18]=[N:19][C:5]2=3)=[O:3])[CH2:26]1)[CH3:32]. The yield is 54.0%. Procedure details: Prepared analogously to Example 4 from 11-(chlorocarbonyl)-6,11-dihydro-5H-pyrido[2,3-b][1,5]benzodiazepin-5-one and 3-[2-(diethylamino)ethyl]piperidine in a yield of 54% of theory. Colourless crystals, m.p. 110°-113° C. (acetonitrile). Solvent: C(C)#N (acetonitrile). Starting materials: Cl (HCl), C(C)(CC)C=1C(=C(C=C(C=O)C1)C=O)O (5-sec-butyl-4-hydroxyisophthalaldehyde), CC1=CC=C(C=C1)C(C)=O (p-methyl acetophenone), Cl (HCl). The solvent is O1CCOCC1 (dioxane). Reaction conditions: temperature 80 celsius, time 2.5 hour. Yields the product C(C)(CC)C=1C(=C(C=O)C=C(C1)\C=C\C(C1=CC=C(C=C1)C)=O)O ((E)-3-sec-butyl-2-hydroxy-5-(3-oxo-3-p-tolylprop-1-enyl)benzaldehyde). As a reaction SMILES: [CH:1]([C:5]1[C:6]([OH:15])=[C:7]([CH:13]=[O:14])[CH:8]=[C:9]([CH:12]=1)[CH:10]=O)([CH2:3][CH3:4])[CH3:2].[CH3:16][C:17]1[CH:22]=[CH:21][C:20]([C:23](=[O:25])[CH3:24])=[CH:19][CH:18]=1.Cl>O1CCOCC1>[CH:1]([C:5]1[C:6]([OH:15])=[C:7]([CH:8]=[C:9](/[CH:10]=[CH:24]/[C:23](=[O:25])[C:20]2[CH:21]=[CH:22][C:17]([CH3:16])=[CH:18][CH:19]=2)[CH:12]=1)[CH:13]=[O:14])([CH2:3][CH3:4])[CH3:2]. Reported procedure: A solution of 5-sec-butyl-4-hydroxyisophthalaldehyde of formula I (0.50 g, 3.05 mmol) and p-methyl acetophenone (0.41 g, 3.05 mmol) in dioxane (25 mL) was treated with conc.HCl (0.5 mL). The solution was heated at 80° C. for 2.5 h. Further, 0.5 mL of conc.HCl was added and reaction was continued for 2.5 h more. Most of the excess reagent was evaporated under reduced pressure, and the residue was suspended in water (50 mL) and extracted 3-fold with CHCl3 (50 mL). The combined organic layers were ... Reactants: O=C1NC(OC2=C1C=C(C=C2)C(=O)Cl)C(Cl)(Cl)Cl (3,4-dihydro-4-oxo-2-trichloromethyl-2H-benzo[e]-[1,3]-oxazine-6-carbonyl chloride), C(CC)N (n-propylamine). Run in CO (methanol). Reaction conditions: time 30 minute. Product: O=C1NC(OC2=C1C=C(C=C2)C(=O)NCCC)C(Cl)(Cl)Cl (3,4-dihydro-4-oxo-N-propyl-2-trichloromethyl-2H-benzo[e]-[1,3]-oxazine-6-carboxamide). As a reaction SMILES: [O:1]=[C:2]1[C:7]2[CH:8]=[C:9]([C:12](Cl)=[O:13])[CH:10]=[CH:11][C:6]=2[O:5][CH:4]([C:15]([Cl:18])([Cl:17])[Cl:16])[NH:3]1.[CH2:19]([NH2:22])[CH2:20][CH3:21]>CO>[O:1]=[C:2]1[C:7]2[CH:8]=[C:9]([C:12]([NH:22][CH2:19][CH2:20][CH3:21])=[O:13])[CH:10]=[CH:11][C:6]=2[O:5][CH:4]([C:15]([Cl:18])([Cl:17])[Cl:16])[NH:3]1. Procedure: Powdered 3,4-dihydro-4-oxo-2-trichloromethyl-2H-benzo[e]-[1,3]-oxazine-6-carbonyl chloride (5.0 g.) was stirred while a solution of n-propylamine (5 ml) in methanol (100 ml.) was added, the resulting solution was stirred for 30 minutes, and the solvent was evaporated under reduced pressure to give a sticky solid residue. The residue was triturated with water and the resulting suspension was stirred for 30 minutes and filtered. The solid product was washed with water, dried and crystallised from ... Starting materials: O=C([O-])[O-], [Cs+], [Cs+], CC(C)C(=O)NC1CCc2[nH]c3ccc(C(=O)C(F)(F)F)cc3c2C1, Fc1cccc(CBr)c1, CN(C)C=O. Product: CC(C)C(=O)NC1CCc2c(c3cc(C(=O)C(F)(F)F)ccc3n2Cc2cccc(F)c2)C1. RXN SMILES: [C:35](=[O:36])([O-:37])[O-:38].[Cs+:39].[Cs+:40].[F:1][C:2]([C:3](=[O:4])[c:5]1[cH:6][c:7]2[c:8]3[c:13]([nH:14][c:15]2[cH:16][cH:17]1)[CH2:12][CH2:11][CH:10]([NH:18][C:19]([CH:20]([CH3:21])[CH3:22])=[O:23])[CH2:9]3)([F:24])[F:25].[F:26][c:27]1[cH:28][c:29]([CH2:30][Br:31])[cH:32][cH:33][cH:34]1.[O:41]=[CH:42][N:43]([CH3:44])[CH3:45]>>[F:1][C:2]([C:3](=[O:4])[c:5]1[cH:6][c:7]2[c:8]3[c:13]([n:14]([CH2:30][c:29]4[cH:28][c:27]([F:26])[cH:34][cH:33][cH:32]4)[c:15]2[cH:16][cH:17]1)[CH2:12][CH2:11][CH:10]([NH:18][C:19]([CH:20]([CH3:21])[CH3:22])=[O:23])[CH2:9]3)([F:24])[F:25]. Starting materials: O=C(C=Cc1ccc(OCc2ccccc2)cc1)C1CCCCC1, C1CCOC1, [Pd]. Product: O=C(CCc1ccc(OCc2ccccc2)cc1)C1CCCCC1. RXN SMILES: [CH2:1]([c:2]1[cH:3][cH:4][cH:5][cH:6][cH:7]1)[O:8][c:9]1[cH:10][cH:11][c:12]([CH:15]=[CH:16][C:17](=[O:18])[CH:19]2[CH2:20][CH2:21][CH2:22][CH2:23][CH2:24]2)[cH:13][cH:14]1.[CH2:25]1[O:26][CH2:27][CH2:28][CH2:29]1.[Pd:30]>>[CH2:1]([c:2]1[cH:3][cH:4][cH:5][cH:6][cH:7]1)[O:8][c:9]1[cH:10][cH:11][c:12]([CH2:15][CH2:16][C:17](=[O:18])[CH:19]2[CH2:20][CH2:21][CH2:22][CH2:23][CH2:24]2)[cH:13][cH:14]1. Reactants: N(=[N+]=[N-])[C@H](C(=O)O)[C@H](C=1C=NC=C(C1)F)C1=CC=C(C=C1)Cl ((2S,3S)-2-Azido-3-(4-chlorophenyl)-3-(5-fluoropyridin-3-yl)propanoic acid), NC1=C(CC[C@@H]2CN([C@@H](CO2)COC(NCC(F)(F)F)=O)C(=O)OC(C)(C)C)C(=CC=C1)F ((2R,5S)-tert-butyl 2-(2-amino-6-fluorophenethyl)-5-((((2,2,2-trifluoroethyl)carbamoyl)oxy)methyl)morpholine-4-carboxylate). The product is ClC1=CC=C([C@H]([C@H](NC(=O)OC)C(=O)NC2=C(C(=CC=C2)F)CC[C@@H]2CN[C@@H](CO2)COC(NCC(F)(F)F)=O)C=2C=NC=C(C2)F)C=C1 ((βS)-4-Chloro-β-(5-fluoropyridin-3-yl)-N-(3-fluoro-2-{2-[(2R,5S)-5-({[(2,2,2-trifluoroethyl)carbamoyl]oxy}methyl)morpholin-2-yl]ethyl}phenyl)-Nα-(methoxycarbonyl)-L-phenylalaninamide). As a reaction SMILES: [N:1]([C@@H:4]([C@@H:8]([C:16]1[CH:21]=[CH:20][C:19]([Cl:22])=[CH:18][CH:17]=1)[C:9]1[CH:10]=[N:11][CH:12]=[C:13]([F:15])[CH:14]=1)[C:5]([OH:7])=O)=[N+]=[N-].[NH2:23][C:24]1[CH:54]=[CH:53][CH:52]=[C:51]([F:55])[C:25]=1[CH2:26][CH2:27][C@H:28]1[O:33][CH2:32][C@@H:31]([CH2:34][O:35][C:36](=[O:43])[NH:37][CH2:38][C:39]([F:42])([F:41])[F:40])[N:30](C(OC(C)(C)C)=O)[CH2:29]1>>[Cl:22][C:19]1[CH:20]=[CH:21][C:16]([C@@H:8]([C:9]2[CH:10]=[N:11][CH:12]=[C:13]([F:15])[CH:14]=2)[C@@H:4]([C:5]([NH:23][C:24]2[CH:54]=[CH:53][CH:52]=[C:51]([F:55])[C:25]=2[CH2:26][CH2:27][C@H:28]2[O:33][CH2:32][C@@H:31]([CH2:34][O:35][C:36](=[O:43])[NH:37][CH2:38][C:39]([F:40])([F:42])[F:41])[NH:30][CH2:29]2)=[O:7])[NH:1][C:36]([O:35][CH3:34])=[O:43])=[CH:17][CH:18]=1. Reported procedure: The title compound was prepared from the product of step 1 and the product of step 4 of Example 99 using the procedures given in steps 2 and 3 of Example 93 and steps 1 and 2 of Example 91. MS (ES) m/z=714 (M+H)+.